Dataset: the Open Reaction Database (ORD), a public repository of structured organic reaction records. Task: describe an organic reaction: reactants, conditions, products, and yield Reaction conditions: time 45 minute. Starting materials: N1N=CN=C1 (1,2,4-triazole), [H-].[Na+] (sodium hydride), ClC1=NC(=CN=C1)Cl (2,6-Dichloropyrazine). Reaction SMILES: [NH:1]1[CH:5]=[N:4][CH:3]=[N:2]1.[H-].[Na+].[Cl:8][C:9]1[CH:14]=[N:13][CH:12]=[C:11](Cl)[N:10]=1>CN(C=O)C.CCOC(C)=O.O>[Cl:8][C:9]1[CH:14]=[N:13][CH:12]=[C:11]([N:1]2[CH:5]=[N:4][CH:3]=[N:2]2)[N:10]=1 |f:1.2|. The product is ClC1=NC(=CN=C1)N1N=CN=C1 (2-chloro-6-(1H-1,2,4-triazol-1-yl)pyrazine). Reported procedure: To a solution of 1,2,4-triazole (276 mg, 4.0 mmol, 2.0 eq) in 1.5 mL of DMF was added carefully sodium hydride (60 wt. %. in mineral oil, 120 mg, 3.0 mmol, 3.0 eq) (caution: intensive gas development). The reaction mixture was stirred at room temperature for 45 min. 2,6-Dichloropyrazine (298 mg, 2.0 mmol, 1.0 eq) in 0.5 mL of DMF was added and the reaction mixture was heated at 95° C. for 60 min. The mixture was allowed to cool to room temperature and diluted with EtOAc (15 mL) and water (15 mL)... The solvent is CN(C)C=O (DMF), CN(C)C=O (DMF), CCOC(=O)C (EtOAc), O (water).